Dataset: the Open Reaction Database (ORD), a public repository of structured organic reaction records. Task: describe an organic reaction: reactants, conditions, products, and yield Reactants: C(C)OC(=O)C=1NC2=CC=CC(=C2C1)O (4-Hydroxy-1H-indole-2-carboxylic acid ethyl ester), FC1=C(C=CC(=C1)F)[N+](=O)[O-] (2,4-Difluoro-1-nitro-benzene), C([O-])([O-])=O.[K+].[K+] (potassium carbonate). Solvent: CN(C=O)C (dimethylformamide). The product is C(C)OC(=O)C=1NC2=CC=CC(=C2C1)OC1=C(C(=CC(=C1)F)F)[N+](=O)[O-] (4-(3,5-Difluoro-2-nitro-phenoxy)-1H-indole-2-carboxylic acid ethyl ester). Reaction SMILES: [CH2:1]([O:3][C:4]([C:6]1[NH:7][C:8]2[C:13]([CH:14]=1)=[C:12]([OH:15])[CH:11]=[CH:10][CH:9]=2)=[O:5])[CH3:2].[F:16][C:17]1[CH:22]=[C:21]([F:23])[CH:20]=[CH:19][C:18]=1[N+:24]([O-:26])=[O:25].C(=O)([O-])[O-].[K+].[K+]>CN(C)C=O>[CH2:1]([O:3][C:4]([C:6]1[NH:7][C:8]2[C:13]([CH:14]=1)=[C:12]([O:15][C:19]1[CH:20]=[C:21]([F:23])[CH:22]=[C:17]([F:16])[C:18]=1[N+:24]([O-:26])=[O:25])[CH:11]=[CH:10][CH:9]=2)=[O:5])[CH3:2] |f:2.3.4|. Procedure details: 4-Hydroxy-1H-indole-2-carboxylic acid ethyl ester (1 g, 4.87 mmol) and 2,4-Difluoro-1-nitro-benzene (0.534 ml, 4.87 mmol) are dissolved in 20 ml of dimethylformamide. After addition of potassium carbonate (1.3 g, 9.74 mmol) the mixture is stirred over night at room temperature. Then the reaction mixture is evaporated under reduced pressure, dissolved with ethyl acetate and washed with water. The organic layers are dried over sodium sulfate and evaporated. The crude product is used in the next st...